This data is from the Open Reaction Database (ORD), a public repository of structured organic reaction records. The task is: describe an organic reaction: reactants, conditions, products, and yield Starting materials: CN(C)C=O, [H][H], [N-]=[N+]=NCc1c(C(=O)[O-])c(O)nc2ccccc12. Yields the product O=C1NCc2c1c(O)nc1ccccc21. As a reaction SMILES: [CH3:21][N:22]([CH3:23])[CH:24]=[O:25].[H:19][H:20].[N:1](=[N+:3]=[N-:17])[CH2:4][c:5]1[c:6]([C:16](=[O:2])[O-:18])[c:7]([OH:15])[n:8][c:9]2[cH:10][cH:11][cH:12][cH:13][c:14]12>>[NH:1]1[CH2:4][c:5]2[c:6]([c:7]([OH:15])[n:8][c:9]3[cH:10][cH:11][cH:12][cH:13][c:14]23)[C:16]1=[O:18]. Reactants: N([C@@H](C(C)C)C(=O)O)C(=O)OCC1=CC=CC=C1 (Z-Val-OH), N[C@@H](CC1=CC=C(C=C1)OC(C)(C)C)C(=O)NCC.Cl (H-Tyr(But)-NH-C2H5.HCl). Reaction conditions: temperature 4 celsius. Yields the product N([C@@H](C(C)C)C(=O)N[C@@H](CC1=CC=C(C=C1)OC(C)(C)C)C(=O)NCC)C(=O)OCC1=CC=CC=C1 (Z-Val-Tyr(But)-NH-C2H5). Reaction SMILES: [NH:1]([C:9]([O:11][CH2:12][C:13]1[CH:18]=[CH:17][CH:16]=[CH:15][CH:14]=1)=[O:10])[C@H:2]([C:6]([OH:8])=O)[CH:3]([CH3:5])[CH3:4].[NH2:19][C@H:20]([C:33]([NH:35][CH2:36][CH3:37])=[O:34])[CH2:21][C:22]1[CH:27]=[CH:26][C:25]([O:28][C:29]([CH3:32])([CH3:31])[CH3:30])=[CH:24][CH:23]=1.Cl>>[NH:1]([C:9]([O:11][CH2:12][C:13]1[CH:18]=[CH:17][CH:16]=[CH:15][CH:14]=1)=[O:10])[C@H:2]([C:6]([NH:19][C@H:20]([C:33]([NH:35][CH2:36][CH3:37])=[O:34])[CH2:21][C:22]1[CH:23]=[CH:24][C:25]([O:28][C:29]([CH3:32])([CH3:30])[CH3:31])=[CH:26][CH:27]=1)=[O:8])[CH:3]([CH3:4])[CH3:5] |f:1.2|. Reported procedure: 6.27 g (25 mmoles) of Z-Val-OH and 7.52 g (25 mmoles) of H-Tyr(But)-NH-C2H5.HCl are subjected to a condensation reaction analogously to Example 30 C. After being precipitated by means of water, the substance is dissolved in 70 ml of 95 percent strength alcohol and the solution is filtered hot and cooled (3 hours at 4° C.). The precipitate is filtered off. Yield 9.01 g (72.5%), melting point 181°, [α]D23 =-39.8° (c=1, dimethylformamide). Starting materials: N1C=NC(=C1)C1=NC=CC(=C1)C(=O)N (2-(1H-imidazol-4-yl)pyridine-4-carboxamide), C(C)OC1=C(C=CC=C1)CCOS(=O)(=O)C (methanesulfonic acid 2-(2-ethoxy-phenyl)-ethyl ester), C(=O)([O-])[O-].[K+].[K+] (K2CO3). Solvent: CN(C)C=O (DMF). Run at temperature 70 celsius, time 8 hour. Yields the product C(C)OC1=C(C=CC=C1)CCN1C=NC(=C1)C1=NC=CC(=C1)C(=O)N (2-[1-[2-(2-ethoxyphenyl)ethyl]imidazol-4-yl]pyridine-4-carboxamide). Yield: 53.0%. Reaction SMILES: [NH:1]1[CH:5]=[C:4]([C:6]2[CH:11]=[C:10]([C:12]([NH2:14])=[O:13])[CH:9]=[CH:8][N:7]=2)[N:3]=[CH:2]1.[CH2:15]([O:17][C:18]1[CH:23]=[CH:22][CH:21]=[CH:20][C:19]=1[CH2:24][CH2:25]OS(C)(=O)=O)[CH3:16].C([O-])([O-])=O.[K+].[K+]>CN(C=O)C>[CH2:15]([O:17][C:18]1[CH:23]=[CH:22][CH:21]=[CH:20][C:19]=1[CH2:24][CH2:25][N:1]1[CH:5]=[C:4]([C:6]2[CH:11]=[C:10]([C:12]([NH2:14])=[O:13])[CH:9]=[CH:8][N:7]=2)[N:3]=[CH:2]1)[CH3:16] |f:2.3.4|. Reported procedure: A mixture of 2-(1H-imidazol-4-yl)pyridine-4-carboxamide (200 mg, 1.06 mmol, PREPARATION 7), methanesulfonic acid 2-(2-ethoxy-phenyl)-ethyl ester (311 mg, 1.28 mmol) and K2CO3 (294 mg, 2.13 mmol) in DMF (10 mL) was stirred overnight at 70° C., LC/MS showed the reaction was completed, purified by FCC (DCM/MeOH=20/1) to give the title compound (189 mg, 53%) as a yellow solid. [M+H] Calc'd for C19H20N4O2, 337. Found, 337. Starting materials: [Br-], BrC=C1C=CC=CC1[PH+](c1ccccc1)c1ccccc1, Cc1ccc(S(=O)(=O)OCC(C)C2CCC3C(=O)CCCC32C)cc1, C1CCOC1. Product: Cc1ccc(S(=O)(=O)OCC(C)C2CCC3C(=CBr)CCCC32C)cc1. Reaction SMILES: [Br-:1].[Br:2][CH:3]=[C:4]1[CH:5]=[CH:6][CH:7]=[CH:8][CH:9]1[PH+:10]([c:11]1[cH:12][cH:13][cH:14][cH:15][cH:16]1)[c:17]1[cH:18][cH:19][cH:20][cH:21][cH:22]1.[O:23]=[C:24]1[CH:25]2[CH2:26][CH2:27][CH:28]([CH:34]([CH2:35][O:36][S:37](=[O:38])(=[O:39])[c:40]3[cH:41][cH:42][c:43]([CH3:46])[cH:44][cH:45]3)[CH3:47])[C:29]2([CH3:33])[CH2:30][CH2:31][CH2:32]1.[O:48]1[CH2:49][CH2:50][CH2:51][CH2:52]1>>[Br:2][CH:3]=[C:24]1[CH:25]2[CH2:26][CH2:27][CH:28]([CH:34]([CH2:35][O:36][S:37](=[O:38])(=[O:39])[c:40]3[cH:41][cH:42][c:43]([CH3:46])[cH:44][cH:45]3)[CH3:47])[C:29]2([CH3:33])[CH2:30][CH2:31][CH2:32]1. The reactants are CCCN1CCC(c2cccc(C(=O)OC)c2)CC1, C[O-], CO, NC=O, [Na+], CN(C)C=O. The product is CCCN1CCC(c2cccc(C(N)=O)c2)CC1. RXN SMILES: [CH3:1][O:2][C:3]([c:4]1[cH:5][c:6]([CH:10]2[CH2:11][CH2:12][N:13]([CH2:16][CH2:17][CH3:18])[CH2:14][CH2:15]2)[cH:7][cH:8][cH:9]1)=[O:19].[CH3:23][O-:24].[CH3:31][OH:32].[CH:20](=[O:21])[NH2:22].[Na+:25].[O:26]=[CH:27][N:28]([CH3:29])[CH3:30]>>[O:2]=[C:3]([c:4]1[cH:5][c:6]([CH:10]2[CH2:11][CH2:12][N:13]([CH2:16][CH2:17][CH3:18])[CH2:14][CH2:15]2)[cH:7][cH:8][cH:9]1)[NH2:22]. The reactants are BrC1=NC=CC(=C1)C(F)(F)F (2-bromo-4-trifluoromethylpyridine), N1CCC(CC1)NC(OC(C)(C)C)=O (tert-butyl piperidine-4-ylcarbamate), TEA. Solvent: CS(=O)C (DMSO). Yields the product FC(C1=CC(=NC=C1)N1CCC(CC1)NC(OC(C)(C)C)=O)(F)F (tert-Butyl {1-[4-(trifluoromethyl)pyridin-2-yl]piperidin-4-yl}carbamate). Yield: 70.8%. RXN SMILES: Br[C:2]1[CH:7]=[C:6]([C:8]([F:11])([F:10])[F:9])[CH:5]=[CH:4][N:3]=1.[NH:12]1[CH2:17][CH2:16][CH:15]([NH:18][C:19](=[O:25])[O:20][C:21]([CH3:24])([CH3:23])[CH3:22])[CH2:14][CH2:13]1>CS(C)=O>[F:9][C:8]([F:11])([F:10])[C:6]1[CH:5]=[CH:4][N:3]=[C:2]([N:12]2[CH2:13][CH2:14][CH:15]([NH:18][C:19](=[O:25])[O:20][C:21]([CH3:23])([CH3:22])[CH3:24])[CH2:16][CH2:17]2)[CH:7]=1. Procedure: A solution of 2-bromo-4-trifluoromethylpyridine (1.00 g, 4.42 mmol), tert-butyl piperidine-4-ylcarbamate (0.93 g, 4.65 mmol) and TEA (0.67 mL, 4.86 mmol) in DMSO (5 L) was heated at 120° C. for 17 h. The reaction mixture was evaporated to dryness, Et2O was added, and the organic phase was washed with water, brine and evaporated to dryness. The residue was purified using the Biotage Horizon HPFC system eluting with 22% EtOAc in petroleum ether (40-60° C.) to give the title compound (1.08 g, 71%) ...